This data is from the Open Reaction Database (ORD), a public repository of structured organic reaction records. The task is: describe an organic reaction: reactants, conditions, products, and yield Starting materials: CO (methanol), COC(CC1CCC(CC1)=O)=O ((4-oxo-cyclohexyl)-acetic acid methyl ester), [BH4-].[Na+] (sodium borohydride). Run in [Cl-].[NH4+] (ammonium chloride). Conditions: time 1 hour. The product is COC(C[C@@H]1CC[C@H](CC1)O)=O (trans-(4-hydroxy-cyclohexyl)-acetic acid methyl ester), COC(C)=O (acetic acid methyl ester). The yield is 12.0%. As a reaction SMILES: CO.[CH3:3][O:4][C:5](=[O:14])[CH2:6][CH:7]1[CH2:12][CH2:11][C:10](=[O:13])[CH2:9][CH2:8]1.[BH4-].[Na+]>[Cl-].[NH4+]>[CH3:3][O:4][C:5](=[O:14])[CH2:6][C@H:7]1[CH2:12][CH2:11][C@H:10]([OH:13])[CH2:9][CH2:8]1.[CH3:3][O:4][C:5](=[O:14])[CH3:6] |f:2.3,4.5|. Reported procedure: To a methanol (50 mL) solution of (4-oxo-cyclohexyl)-acetic acid methyl ester (4.18 g) obtained in Example (1c), sodium borohydride (1.86 g) was added in small portions at 0° C. The reaction mixture was stirred for 1 hour and diluted with a 10% aqueous ammonium chloride solution (100 mL). The organic solvent was removed using an evaporator. The remaining aqueous solution was subjected to two extractions with ethyl acetate. The organic layer was washed with saturated brine, then dried over sodium... The reactants are C1COCCO1, CO, NC1CC1, Clc1nc(Cl)c2occc2n1. The product is Clc1nc(NC2CC2)c2occc2n1. As a reaction SMILES: [CH2:12]1[O:13][CH2:14][CH2:15][O:16][CH2:17]1.[CH3:22][OH:23].[CH:18]1([NH2:21])[CH2:19][CH2:20]1.[Cl:1][c:2]1[n:3][c:4]([Cl:11])[c:5]2[c:6]([n:7]1)[cH:8][cH:9][o:10]2>>[Cl:1][c:2]1[n:3][c:4]([NH:21][CH:18]2[CH2:19][CH2:20]2)[c:5]2[c:6]([n:7]1)[cH:8][cH:9][o:10]2.